This data is from the Open Reaction Database (ORD), a public repository of structured organic reaction records. The task is: describe an organic reaction: reactants, conditions, products, and yield The reactants are CC(C(=O)N)CCCCCCCC (2-Methyl decanamide), OCl (HOCl). Run in C(Cl)Cl (methylene chloride). Run at temperature 2 celsius, time 15 minute. The product is ClNC(C(CCCCCCCC)C)=O (N-chloro-2-methyl decanamide). The yield is 94.4%. RXN SMILES: [CH3:1][CH:2]([CH2:6][CH2:7][CH2:8][CH2:9][CH2:10][CH2:11][CH2:12][CH3:13])[C:3]([NH2:5])=[O:4].O[Cl:15]>C(Cl)Cl>[Cl:15][NH:5][C:3](=[O:4])[CH:2]([CH3:1])[CH2:6][CH2:7][CH2:8][CH2:9][CH2:10][CH2:11][CH2:12][CH3:13]. Procedure: 2-Methyl decanamide (50 g, 270 mmol) was suspended in 300 ml of methylene chloride, cooled to 2° C. and aqueous HOCl (14.72 g, 280 mmol) was added over about 10 minutes. The mixture was stirred in the cold for 15 minutes, then at room temperature for 45 minutes. The methylene chloride layer was separated, dried over magnesium sulfate, and the solvent removed on a rotary evaporator in a warm water bath to give 56 g (94% yield) of white solid product, m.p. 56°-57° C. Reactants: C(C)(=O)C=1C=C2CCCC2=CC1 (5-acetylindan), [Br-].[Br-].[Br-].C(CCC)[N+](CCCC)(CCCC)CCCC.C(CCC)[N+](CCCC)(CCCC)CCCC.C(CCC)[N+](CCCC)(CCCC)CCCC (tetrabutylammonium tribromide). The solvent is ClCCl.CO (dichloromethane methanol). Conditions: time 23 hour. Product: BrCC(=O)C=1C=C2CCCC2=CC1 (5-bromoacetylindan). The yield is 94.2%. As a reaction SMILES: [C:1]([C:4]1[CH:5]=[C:6]2[C:10](=[CH:11][CH:12]=1)[CH2:9][CH2:8][CH2:7]2)(=[O:3])[CH3:2].[Br-:13].[Br-].[Br-].C([N+](CCCC)(CCCC)CCCC)CCC.C([N+](CCCC)(CCCC)CCCC)CCC.C([N+](CCCC)(CCCC)CCCC)CCC>ClCCl.CO>[Br:13][CH2:2][C:1]([C:4]1[CH:5]=[C:6]2[C:10](=[CH:11][CH:12]=1)[CH2:9][CH2:8][CH2:7]2)=[O:3] |f:1.2.3.4.5.6,7.8|. Procedure details: To a solution of 5-acetylindan (500 mg, 3.1 mmol) in dichloromethane-methanol (2:1, 15 ml) was added tetrabutylammonium tribromide (1.64 g, 3.4 mmol) was added at room temperature. After 23 h, the mixture was concentrated and the residue was partitioned between diethyl ether (50 ml) and water (50 ml). The organic layer was separated and washed with water (50 ml), brine (50 ml), and dried (MgSO4). Removal of solvent gave 698 mg (56%) of the title compound as white solids. Starting materials: ON=C(C1=CN=CC=C1)N (N′-hydroxynicotinimidamide), FC=1C=C(C(=O)O)C=CC1 (3-fluorobenzoic acid), N (NH3). Yields the product FC=1C=C(C=CC1)C1=NC(=NO1)C=1C=NC=CC1 (5-(3-fluorophenyl)-3-(pyridin-3-yl)-1,2,4-oxadiazole). Reaction SMILES: [OH:1][N:2]=[C:3]([NH2:10])[C:4]1[CH:9]=[CH:8][CH:7]=[N:6][CH:5]=1.[F:11][C:12]1[CH:13]=[C:14]([CH:18]=[CH:19][CH:20]=1)[C:15](O)=O.N>>[F:11][C:12]1[CH:13]=[C:14]([C:15]2[O:1][N:2]=[C:3]([C:4]3[CH:5]=[N:6][CH:7]=[CH:8][CH:9]=3)[N:10]=2)[CH:18]=[CH:19][CH:20]=1. Reported procedure: The title compound was prepared according to the procedure of Example 8 using N′-hydroxynicotinimidamide (Aldrich) and 3-fluorobenzoic acid (Aldrich). 1H NMR (300 MHz, CD3OD) δ 7.43-7.51 (m, J=8.5, 8.5, 2.6, 1.0 Hz, 1 H), 7.61-7.72 (m, 2 H), 7.98 (ddd, J=9.1, 2.6, 1.4 Hz, 1 H), 8.08 (ddd, J=8.0, 1.3, 1.0 Hz, 1 H), 8.56 (dt, J=8.0, 1.9 Hz, 1 H), 8.74 (dd, J=5.2, 1.6 Hz, 1 H), 9.30 (dd, J=2.0, 0.8 Hz, 1 H) ppm; MS (DCI/NH3) m/z 242 (M+H)+. Starting materials: CC(C)(C)Nc1ncccc1-c1nc2cnccc2n1-c1cccc(F)c1F, CO, Cl, [Na+], [OH-]. Yields the product Nc1ncccc1-c1nc2cnccc2n1-c1cccc(F)c1F. Reaction SMILES: [C:1]([CH3:2])([CH3:3])([CH3:4])[NH:5][c:6]1[n:7][cH:8][cH:9][cH:10][c:11]1-[c:12]1[n:13](-[c:21]2[c:22]([F:28])[c:23]([F:27])[cH:24][cH:25][cH:26]2)[c:14]2[c:15]([cH:16][n:17][cH:18][cH:19]2)[n:20]1.[CH3:32][OH:33].[ClH:29].[Na+:31].[OH-:30]>>[NH2:5][c:6]1[n:7][cH:8][cH:9][cH:10][c:11]1-[c:12]1[n:13](-[c:21]2[c:22]([F:28])[c:23]([F:27])[cH:24][cH:25][cH:26]2)[c:14]2[c:15]([cH:16][n:17][cH:18][cH:19]2)[n:20]1.